Dataset: the Open Reaction Database (ORD), a public repository of structured organic reaction records. Task: describe an organic reaction: reactants, conditions, products, and yield The reactants are O=C1CCN(CC1)C(=O)OC(C)(C)C (tert-butyl 4-oxopiperidine-1-carboxylate), N1CCOCC1 (morpholine). The reagents and catalysts are C1(=CC=C(C=C1)S(=O)(=O)O)C (p-toluenesulfonic acid). Run in C1=CC=CC=C1 (benzene). Yields the product O1CCN(CC1)C1=CCN(CC1)C(=O)OC(C)(C)C (tert-butyl 4-morpholino-5,6-dihydropyridine-1(2H)-carboxylate). Isolated yield 100.2%. RXN SMILES: O=[C:2]1[CH2:7][CH2:6][N:5]([C:8]([O:10][C:11]([CH3:14])([CH3:13])[CH3:12])=[O:9])[CH2:4][CH2:3]1.[NH:15]1[CH2:20][CH2:19][O:18][CH2:17][CH2:16]1>C1C=CC=CC=1.C1(C)C=CC(S(O)(=O)=O)=CC=1>[O:18]1[CH2:19][CH2:20][N:15]([C:2]2[CH2:7][CH2:6][N:5]([C:8]([O:10][C:11]([CH3:14])([CH3:13])[CH3:12])=[O:9])[CH2:4][CH:3]=2)[CH2:16][CH2:17]1. Procedure details: In a round-bottom flask equipped with a Dean-Starke trap, 20 g of tert-butyl 4-oxopiperidine-1-carboxylate, 0.1 mol), morpholine (9.63 mL, 0.11 mol) and p-toluenesulfonic acid (5 mg) in benzene (42.3 mL) was heated up to reflux. Water was removed and the reaction was continued at reflux for 8 hours. The reaction mixture was then cooled to room temperature and concentrated in vacuo to give crude product as a yellow oil (27 g), which was used for next step without further purification. Starting materials: ice water, ClC=1C=C(OC(C=O)=CN(C)C)C=CC1Cl (2-(3,4-Dichlorophenoxy)-3-dimethylaminopropenal), C(CC(=O)N)(=O)N (malonamide), CC(C)(C)[O-].[K+] (t-BuOK), Cl (HCl). Solvent: CS(=O)C (DMSO). Reaction conditions: temperature 45 celsius, time 24 hour. Yields the product ClC=1C=C(OC=2C=C(C(=NC2)O)C(=O)N)C=CC1Cl (5-(3,4-dichlorophenoxy)-2-hydroxy-3-pyridinecarboxamide). The yield is 43.5%. Reaction SMILES: [Cl:1][C:2]1[CH:3]=[C:4]([CH:13]=[CH:14][C:15]=1[Cl:16])[O:5][C:6](=[CH:9]N(C)C)[CH:7]=O.[C:17]([NH2:23])(=[O:22])[CH2:18][C:19]([NH2:21])=[O:20].CC([O-])(C)C.[K+].Cl>CS(C)=O>[Cl:1][C:2]1[CH:3]=[C:4]([CH:13]=[CH:14][C:15]=1[Cl:16])[O:5][C:6]1[CH:9]=[C:18]([C:17]([NH2:23])=[O:22])[C:19]([OH:20])=[N:21][CH:7]=1 |f:2.3|. Procedure details: 2-(3,4-Dichlorophenoxy)-3-dimethylaminopropenal (13 g), malonamide (5.6 g), and t-BuOK (6.2 g) were mixed in 50 ml of DMSO and heated at 45° C. for 30 minutes. This mixture was then stirred at room temperature for an additional 24 hours after which it was poured into 200 g of an ice-water mixture and acidified with concentrated HCl. A solid formed which was collected by centrifugation, vacuum dried, and recrystallized from 2-propanol to give 6.5 g of the desired 5-(3,4-dichlorophenoxy)-2-hydroxy... Starting materials: CC(C)(C)[Si](OCc1ccnc(Br)c1)(c1ccccc1)c1ccccc1, [Li]CCCC, CCCCCC, CN(C)C=O, CCOCC, C1CCOC1, O. The product is CC(C)(C)[Si](OCc1ccnc(C=O)c1)(c1ccccc1)c1ccccc1. Reaction SMILES: [Br:1][c:2]1[n:3][cH:4][cH:5][c:6]([CH2:8][O:9][Si:10]([c:11]2[cH:12][cH:13][cH:14][cH:15][cH:16]2)([c:17]2[cH:18][cH:19][cH:20][cH:21][cH:22]2)[C:23]([CH3:24])([CH3:25])[CH3:26])[cH:7]1.[CH2:33]([Li:34])[CH2:35][CH2:36][CH3:37].[CH3:27][CH2:28][CH2:29][CH2:30][CH2:31][CH3:32].[CH3:38][N:39]([CH:40]=[O:41])[CH3:42].[CH3:44][CH2:45][O:46][CH2:47][CH3:48].[O:49]1[CH2:50][CH2:51][CH2:52][CH2:53]1.[OH2:43]>>[c:2]1([CH:40]=[O:41])[n:3][cH:4][cH:5][c:6]([CH2:8][O:9][Si:10]([c:11]2[cH:12][cH:13][cH:14][cH:15][cH:16]2)([c:17]2[cH:18][cH:19][cH:20][cH:21][cH:22]2)[C:23]([CH3:24])([CH3:25])[CH3:26])[cH:7]1. The reactants are [BH4-], CCO, O=[N+]([O-])c1cnn(CCCCN2CCN(c3ncccn3)CC2)c1, [Na+], Cl[Ni]Cl, O, O, O, O, O, O, O. Product: Nc1cnn(CCCCN2CCN(c3ncccn3)CC2)c1. As a reaction SMILES: [BH4-:25].[CH3:28][CH2:29][OH:30].[N+:1]([O-:2])(=[O:3])[c:4]1[cH:5][n:6][n:7]([CH2:9][CH2:10][CH2:11][CH2:12][N:13]2[CH2:14][CH2:15][N:16]([c:19]3[n:20][cH:21][cH:22][cH:23][n:24]3)[CH2:17][CH2:18]2)[cH:8]1.[Na+:26].[Ni:37]([Cl:38])[Cl:39].[OH2:27].[OH2:31].[OH2:32].[OH2:33].[OH2:34].[OH2:35].[OH2:36]>>[NH2:1][c:4]1[cH:5][n:6][n:7]([CH2:9][CH2:10][CH2:11][CH2:12][N:13]2[CH2:14][CH2:15][N:16]([c:19]3[n:20][cH:21][cH:22][cH:23][n:24]3)[CH2:17][CH2:18]2)[cH:8]1. Starting materials: C([O-])([O-])=O.[K+].[K+] (Potassium carbonate), COC(=O)C1(CC2=CC=CC=C2C1)NC(C1=CC(=C(C=C1)O)OCCC=1C=C(C=CC1)C)=O (2-[4-Hydroxy-3-(2-m-tolyl-ethoxy)-benzoylamino]-indane-2-carboxylic acid methyl ester), C(C)(=O)OCCBr (2-bromoethyl acetate). Solvent: CN(C)C=O (DMF). Reaction conditions: time 2 hour. Product: C(C)(=O)OCCOC1=C(C=C(C(=O)NC2(CC3=CC=CC=C3C2)C(=O)O)C=C1)OCCC=1C=C(C=CC1)C (2-[4-(2-Acetoxy-ethoxy)-3-(2-m-tolyl-ethoxy)-benzoylamino]-indane-2-carboxylic acid). As a reaction SMILES: C[O:2][C:3]([C:5]1([NH:14][C:15](=[O:33])[C:16]2[CH:21]=[CH:20][C:19]([OH:22])=[C:18]([O:23][CH2:24][CH2:25][C:26]3[CH:27]=[C:28]([CH3:32])[CH:29]=[CH:30][CH:31]=3)[CH:17]=2)[CH2:13][C:12]2[C:7](=[CH:8][CH:9]=[CH:10][CH:11]=2)[CH2:6]1)=[O:4].C(=O)([O-])[O-].[K+].[K+].[C:40]([O:43][CH2:44][CH2:45]Br)(=[O:42])[CH3:41]>CN(C=O)C>[C:40]([O:43][CH2:44][CH2:45][O:22][C:19]1[CH:20]=[CH:21][C:16]([C:15]([NH:14][C:5]2([C:3]([OH:2])=[O:4])[CH2:13][C:12]3[C:7](=[CH:8][CH:9]=[CH:10][CH:11]=3)[CH2:6]2)=[O:33])=[CH:17][C:18]=1[O:23][CH2:24][CH2:25][C:26]1[CH:27]=[C:28]([CH3:32])[CH:29]=[CH:30][CH:31]=1)(=[O:42])[CH3:41] |f:1.2.3|. Procedure details: The compound of step 1 of example 254 (70 mg, 0.157 mmol) was dissolved in DMF (1 ml). Potassium carbonate (108 mg, 0.786 mmol) was added and subsequently 2-bromoethyl acetate (39 mg, 0.235 mmol). The mixture was stirred at room temperature for 2 h and then partitioned between EA and water. The aqueous phase was extracted with EA, and the combined organic phases were dried over sodium sulfate and evaporated to dryness. The residue was purified by RP HPLC (water/ACN gradient). The reactants are [Br-], BrCCCCCCCCCCCCOC1CCCCO1, [Mg+]C1CCCCC1. The product is C(CCCCCCC1CCCCC1)CCCCCOC1CCCCO1. RXN SMILES: [Br-:21].[Br:1][CH2:2][CH2:3][CH2:4][CH2:5][CH2:6][CH2:7][CH2:8][CH2:9][CH2:10][CH2:11][CH2:12][CH2:13][O:14][CH:15]1[O:16][CH2:17][CH2:18][CH2:19][CH2:20]1.[CH:22]1([Mg+:28])[CH2:23][CH2:24][CH2:25][CH2:26][CH2:27]1>>[CH2:2]([CH2:3][CH2:4][CH2:5][CH2:6][CH2:7][CH2:8][CH2:9][CH2:10][CH2:11][CH2:12][CH2:13][O:14][CH:15]1[O:16][CH2:17][CH2:18][CH2:19][CH2:20]1)[CH:22]1[CH2:23][CH2:24][CH2:25][CH2:26][CH2:27]1. Starting materials: COC(OC)OC (trimethoxymethane), CC1(OC(CC(O1)=O)=O)C (2,2-dimethyl-1,3-dioxane-4,6-dione), COC(OC)OC (trimethoxymethane), CC=1C(=CSC1)N (4-methylthiophen-3-amine). Reaction conditions: temperature 90 celsius, time 2 hour. Product: CC1(OC(C(C(O1)=O)=CNC1=CSC=C1C)=O)C (2,2-dimethyl-5-((4-methylthiophen-3-ylamino)methylene)-1,3-dioxane-4,6-dione). Isolated yield 99.0%. As a reaction SMILES: [CH3:1][C:2]1([CH3:10])[O:7][C:6](=[O:8])[CH2:5][C:4](=[O:9])[O:3]1.[CH3:11]OC(OC)OC.[CH3:18][C:19]1[C:20]([NH2:24])=[CH:21][S:22][CH:23]=1>>[CH3:1][C:2]1([CH3:10])[O:7][C:6](=[O:8])[C:5](=[CH:11][NH:24][C:20]2[C:19]([CH3:18])=[CH:23][S:22][CH:21]=2)[C:4](=[O:9])[O:3]1. Procedure: A stirred solution of 2,2-dimethyl-1,3-dioxane-4,6-dione (4.85 g, 34 mmol) in trimethoxymethane (37 mL, 337 mmol) was heated to 90° C. under nitrogen. After 2 hours, a solution was 4-methylthiophen-3-amine (3.81 g, 34 mmol) was added (as a solution in trimethoxymethane (37 mL, 337 mmol). The reaction stirred at 90° C. for 6 hours and then was allowed to cool to room temperature and concentrated. The material was placed in the refrigerator where it solidified after two days to obtain the title co...